Dataset: the Open Reaction Database (ORD), a public repository of structured organic reaction records. Task: describe an organic reaction: reactants, conditions, products, and yield Reactants: O=C([O-])O, CC(C)=O, [Na+], COC(=O)CSc1sccc1C1OCCO1, O, Cc1ccc(S(=O)(=O)O)cc1. Yields the product COC(=O)CSc1sccc1C=O. As a reaction SMILES: [C:28](=[O:29])([OH:30])[O-:31].[CH3:34][C:35](=[O:36])[CH3:37].[Na+:32].[O:1]1[CH:2]([c:6]2[c:7]([S:11][CH2:12][C:13](=[O:14])[O:15][CH3:16])[s:8][cH:9][cH:10]2)[O:5][CH2:4][CH2:3]1.[OH2:33].[c:17]1([CH3:18])[cH:19][cH:20][c:21]([S:22]([OH:23])(=[O:24])=[O:25])[cH:26][cH:27]1>>[O:1]=[CH:2][c:6]1[c:7]([S:11][CH2:12][C:13](=[O:14])[O:15][CH3:16])[s:8][cH:9][cH:10]1. Reactants: CC(C)(C)OC(=O)Nc1cccc(O)c1, CCCCP(CCCC)CCCC, O=C(OCc1ccccc1)N1CCC(O)CC1, C1CCOC1. Product: CC(C)(C)OC(=O)Nc1cccc(OC2CCN(C(=O)OCc3ccccc3)CC2)c1. RXN SMILES: [C:14]([CH3:15])([CH3:16])([CH3:17])[O:18][C:19]([NH:20][c:21]1[cH:22][c:23]([OH:27])[cH:24][cH:25][cH:26]1)=[O:28].[CH2:1]([P:2]([CH2:3][CH2:4][CH2:5][CH3:6])[CH2:7][CH2:8][CH2:9][CH3:10])[CH2:11][CH2:12][CH3:13].[CH2:29]([c:30]1[cH:31][cH:32][cH:33][cH:34][cH:35]1)[O:36][C:37](=[O:38])[N:39]1[CH2:40][CH2:41][CH:42]([OH:45])[CH2:43][CH2:44]1.[CH2:46]1[O:47][CH2:48][CH2:49][CH2:50]1>>[C:14]([CH3:15])([CH3:16])([CH3:17])[O:18][C:19]([NH:20][c:21]1[cH:22][c:23]([O:27][CH:42]2[CH2:41][CH2:40][N:39]([C:37]([O:36][CH2:29][c:30]3[cH:31][cH:32][cH:33][cH:34][cH:35]3)=[O:38])[CH2:44][CH2:43]2)[cH:24][cH:25][cH:26]1)=[O:28]. Reactants: ClC=1C=C(C(CBr)O)C=C(C1NC(N)=O)Cl (3,5-dichloro-4-carbamoylamino-α-bromomethylbenzyl alcohol), [Cl-].[Na+] (sodium chloride), C(C)(C)(C)N (tert-butylamine), C([O-])([O-])=O.[Na+].[Na+] (sodium carbonate). Solvent: O (water), C(C)(=O)OCC (ethyl acetate). Reaction conditions: time 30 minute. Product: ClC=1C=C(C(CNC(C)(C)C)O)C=C(C1NC(NC(C)(C)C)=O)Cl (3,5-dichloro-4-tert-butylcarbamoylamino-α-(tert-butylaminomethyl)benzyl alcohol). RXN SMILES: [Cl:1][C:2]1[CH:3]=[C:4]([CH:9]=[C:10]([Cl:16])[C:11]=1[NH:12][C:13](=[O:15])[NH2:14])[CH:5]([OH:8])[CH2:6]Br.[C:17]([NH2:21])([CH3:20])([CH3:19])[CH3:18].C(=O)([O-])[O-].[Na+].[Na+].[Cl-].[Na+]>O.C(OCC)(=O)C>[Cl:1][C:2]1[CH:3]=[C:4]([CH:9]=[C:10]([Cl:16])[C:11]=1[NH:12][C:13](=[O:15])[NH:14][C:4]([CH3:9])([CH3:5])[CH3:3])[CH:5]([OH:8])[CH2:6][NH:21][C:17]([CH3:20])([CH3:19])[CH3:18] |f:2.3.4,5.6|. Reported procedure: A mixture of 0.86 g. of 3,5-dichloro-4-carbamoylamino-α-bromomethylbenzyl alcohol and 10 ml. of tert-butylamine was heated to 90°-100° C. for 2 days in a sealed tube. After cooling the reaction mixture, the solvent was distilled off under reduced pressure and after adding to the residue formed 50 ml. of ethyl acetate, 50 ml. of water, and an excessive amount of sodium carbonate followed by stirring for 30 minutes, sodium chloride was added to the mixture until the mixture was saturated. Then, th... Reactants: N1=C(C=CC2=CC=CC=C12)OCC=1N=C2N(C(=CN=C2C2CCOCC2)C=2C=CC(=NC2)N2CCN(CC2)C(=O)OC(C)(C)C)C1 (tert-Butyl 4-(5-(2-((quinolin-2-yloxy)methyl)-8-(tetrahydro-2H-pyran-4-yl)imidazo[1,2-a]pyrazin-5-yl)pyridin-2-yl)piperazine-1-carboxylate), C(=O)(C(F)(F)F)O (TFA). Yields the product FC(C(=O)O)(F)F.N1(CCNCC1)C1=CC=C(C=N1)C1=CN=C(C=2N1C=C(N2)COC2=NC1=CC=CC=C1C=C2)C2CCOCC2 (2-((5-(6-(piperazin-1-yl)pyridin-3-yl)-8-(tetrahydro-2H-pyran-4-yl)imidazo[1,2-a]pyrazin-2-yl)methoxy)quinoline trifluoroacetic acid salt). Yield: 55.0%. RXN SMILES: [N:1]1[C:10]2[C:5](=[CH:6][CH:7]=[CH:8][CH:9]=2)[CH:4]=[CH:3][C:2]=1[O:11][CH2:12][C:13]1[N:14]=[C:15]2[C:20]([CH:21]3[CH2:26][CH2:25][O:24][CH2:23][CH2:22]3)=[N:19][CH:18]=[C:17]([C:27]3[CH:28]=[CH:29][C:30]([N:33]4[CH2:38][CH2:37][N:36](C(OC(C)(C)C)=O)[CH2:35][CH2:34]4)=[N:31][CH:32]=3)[N:16]2[CH:46]=1.[C:47]([OH:53])([C:49]([F:52])([F:51])[F:50])=[O:48]>>[F:50][C:49]([F:52])([F:51])[C:47]([OH:53])=[O:48].[N:33]1([C:30]2[N:31]=[CH:32][C:27]([C:17]3[N:16]4[CH:46]=[C:13]([CH2:12][O:11][C:2]5[CH:3]=[CH:4][C:5]6[C:10](=[CH:9][CH:8]=[CH:7][CH:6]=6)[N:1]=5)[N:14]=[C:15]4[C:20]([CH:21]4[CH2:26][CH2:25][O:24][CH2:23][CH2:22]4)=[N:19][CH:18]=3)=[CH:28][CH:29]=2)[CH2:38][CH2:37][NH:36][CH2:35][CH2:34]1 |f:2.3|. Reported procedure: Compound 91a (130 mg, 0.210 mmol) was treated with TFA as described in Example 87, Step F to obtain the title compound 83 as a light yellow solid (61.7 mg, 55% yield). 1H-NMR (300 MHz, DMSO-d6) δ (ppm): 8.84 (s, 1H), 8.51 (s, 1H), 8.27 (d, J=9.0 Hz, 1H), 8.13 (s, 1H), 8.03 (dd, J=2.4 Hz, 8.7 Hz, 1H), 7.90 (d, J=8.1 Hz, 1H), 7.86 (s, 1H), 7.81 (d, J=8.7 Hz, 1H), 7.72-7.67 (m, 1H), 7.49-7.44 (m, 1H), 7.12 (d, J=9.0 Hz, 1H), 7.07 (d, J=9.0 Hz, 1H), 5.65 (s, 2H), 4.03-4.00 (m, 2H), 3.87-3.78 (m, 5H)... The reactants are O (water), N1=CC=NC2=CC(=CC=C12)CC(=O)O (quinoxalin-6-ylacetic acid), TEA, Cl.FC(C=1C=C(C=CC1)C1CCNCC1)(F)F (4-(3-(trifluoromethyl)phenyl)piperidine hydrochloride). Reagents/catalysts: F[P-](F)(F)(F)(F)F.N1(N=NC2=C1C=CC=C2)O[P+](N(C)C)(N(C)C)N(C)C (BOP). Solvent: CN(C)C=O (DMF). Product: N1=CC=NC2=CC(=CC=C12)CC(=O)N1CCC(CC1)C1=CC(=CC=C1)C(F)(F)F (2-(Quinoxalin-6-yl)-1-(4-(3-(trifluoromethyl)-phenyl)piperidino)ethanone). The yield is 74.6%. RXN SMILES: [N:1]1[C:10]2[C:5](=[CH:6][C:7]([CH2:11][C:12]([OH:14])=O)=[CH:8][CH:9]=2)[N:4]=[CH:3][CH:2]=1.Cl.[F:16][C:17]([F:31])([F:30])[C:18]1[CH:19]=[C:20]([CH:24]2[CH2:29][CH2:28][NH:27][CH2:26][CH2:25]2)[CH:21]=[CH:22][CH:23]=1.O>CN(C=O)C.F[P-](F)(F)(F)(F)F.N1(O[P+](N(C)C)(N(C)C)N(C)C)C2C=CC=CC=2N=N1>[N:1]1[C:10]2[C:5](=[CH:6][C:7]([CH2:11][C:12]([N:27]3[CH2:28][CH2:29][CH:24]([C:20]4[CH:21]=[CH:22][CH:23]=[C:18]([C:17]([F:16])([F:30])[F:31])[CH:19]=4)[CH2:25][CH2:26]3)=[O:14])=[CH:8][CH:9]=2)[N:4]=[CH:3][CH:2]=1 |f:1.2,5.6|. Procedure: 0.48 g (2.55 mmol) of quinoxalin-6-ylacetic acid is mixed in 25 ml of DMF, and 1.07 ml of TEA, 0.68 g (2.55 mmol) of 4-(3-(trifluoromethyl)phenyl)piperidine hydrochloride and 1.13 mg of BOP are added thereto. The mixture is heated at ambient temperature overnight, 200 ml of water are added and extraction is carried out with ethyl acetate. The organic phase is dried over sodium sulfate and filtered, and the solvent is evaporated under reduced pressure. A dark oil is thus obtained, which oil is pu...